From a dataset of the Open Reaction Database (ORD), a public repository of structured organic reaction records. describe an organic reaction: reactants, conditions, products, and yield Starting materials: CC1CN(Cc2ccccc2)Cc2ncc(Cl)nc2O1, C1COCCN1, CC(C)(C)[O-], Cc1ccccc1, [Na+], O=C(C=Cc1ccccc1)C=Cc1ccccc1, O=C(C=Cc1ccccc1)C=Cc1ccccc1, O=C(C=Cc1ccccc1)C=Cc1ccccc1, O, [Pd], [Pd]. Product: CC1CN(Cc2ccccc2)Cc2ncc(N3CCOCC3)nc2O1. RXN SMILES: [CH2:1]([c:2]1[cH:3][cH:4][cH:5][cH:6][cH:7]1)[N:8]1[CH2:9][CH:10]([CH3:20])[O:11][c:12]2[c:13]([n:15][cH:16][c:17]([Cl:19])[n:18]2)[CH2:14]1.[CH2:21]1[CH2:22][O:23][CH2:24][CH2:25][NH:26]1.[CH3:27][C:28]([CH3:29])([O-:30])[CH3:31].[CH3:34][c:35]1[cH:36][cH:37][cH:38][cH:39][cH:40]1.[Na+:32].[O:43]=[C:44]([CH:45]=[CH:46][c:47]1[cH:48][cH:49][cH:50][cH:51][cH:52]1)[CH:53]=[CH:54][c:55]1[cH:56][cH:57][cH:58][cH:59][cH:60]1.[O:61]=[C:62]([CH:63]=[CH:64][c:65]1[cH:66][cH:67][cH:68][cH:69][cH:70]1)[CH:71]=[CH:72][c:73]1[cH:74][cH:75][cH:76][cH:77][cH:78]1.[O:79]=[C:80]([CH:81]=[CH:82][c:83]1[cH:84][cH:85][cH:86][cH:87][cH:88]1)[CH:89]=[CH:90][c:91]1[cH:92][cH:93][cH:94][cH:95][cH:96]1.[OH2:33].[Pd:41].[Pd:42]>>[CH2:1]([c:2]1[cH:3][cH:4][cH:5][cH:6][cH:7]1)[N:8]1[CH2:9][CH:10]([CH3:20])[O:11][c:12]2[c:13]([n:15][cH:16][c:17]([N:26]3[CH2:21][CH2:22][O:23][CH2:24][CH2:25]3)[n:18]2)[CH2:14]1.